Dataset: the Open Reaction Database (ORD), a public repository of structured organic reaction records. Task: describe an organic reaction: reactants, conditions, products, and yield Reactants: NP(N)(=O)N1CCCC(NC(=O)OCc2ccccc2)C1=O, CCO, [Pd]. RXN SMILES: [CH2:1]([O:2][C:3](=[O:4])[NH:11][CH:12]1[C:13](=[O:22])[N:14]([P:18](=[O:19])([NH2:20])[NH2:21])[CH2:15][CH2:16][CH2:17]1)[c:5]1[cH:6][cH:7][cH:8][cH:9][cH:10]1.[CH3:23][CH2:24][OH:25].[Pd:26]>>[NH2:11][CH:12]1[C:13](=[O:22])[N:14]([P:18](=[O:19])([NH2:20])[NH2:21])[CH2:15][CH2:16][CH2:17]1. Product: NC1CCCN(P(N)(N)=O)C1=O. Run in ClC=1C=C2C(=CN(C2=CC1)C1=CC=C(C=C1)F)SCCN(CCN1C(NCC1)=O)C (1-[2-[[2-[5-Chloro-1-(4-fluorophenyl)-3-1H-indolylthio]ethyl]methylamino]ethyl]-2-imidazolidinone), ClC=1C=C2C(=CN(C2=CC1)C1=CC=C(C=C1)F)SCCN(CCN1C(NCC1)=O)C (1-[2-[[2-[5-Chloro-1-(4-fluorophenyl)-3-1H-indolylthio]ethyl]methylamino]ethyl]-2-imidazolidinone). The product is Cl.CN(C)CCOC1=C(N(C2=CC=C(C=C12)Cl)C1=CC=C(C=C1)F)CO (N,N-Dimethyl-2-[5-chloro-1-(4-fluorophenyl)-2-hydroxymethyl-3-1H-indolyloxy]ethylamine Hydrochloride). Procedure: A solution of N,N-dimethyl-2-chloroacetamide (28 g) in acetone (300 mL) was added dropwise during 1 hour to a mixture of 5-chloro-1-(4-fluorophenyl)-3-hydroxy-1H-indole-2-carboxylic acid methyl ester (64 g) (prepared according to the method of Unangst et al. J.Heterocyc.Chem. 1984, 21, 709-714 and 1987, 24, 811-815) and potassium carbonate (40 g) in acetone (500 mL) kept at reflux. The mixture was refluxed for another 3 hours and subsequently worked-up. The resulting crude acetamide derivative c... The reactants are CN(C(CCl)=O)C (N,N-dimethyl-2-chloroacetamide), COC(=O)C=1N(C2=CC=C(C=C2C1O)Cl)C1=CC=C(C=C1)F (5-chloro-1-(4-fluorophenyl)-3-hydroxy-1H-indole-2-carboxylic acid methyl ester), C([O-])([O-])=O.[K+].[K+] (potassium carbonate). As a reaction SMILES: [CH3:1][N:2]([CH3:7])[C:3](=O)[CH2:4][Cl:5].C[O:9][C:10]([C:12]1[N:13]([C:23]2[CH:28]=[CH:27][C:26]([F:29])=[CH:25][CH:24]=2)[C:14]2[C:19]([C:20]=1[OH:21])=[CH:18][C:17]([Cl:22])=[CH:16][CH:15]=2)=O.C(=O)([O-])[O-].[K+].[K+]>ClC1C=C2C(=CC=1)N(C1C=CC(F)=CC=1)C=C2SCCN(C)CCN1CCNC1=O>[ClH:5].[CH3:1][N:2]([CH2:3][CH2:4][O:21][C:20]1[C:19]2[C:14](=[CH:15][CH:16]=[C:17]([Cl:22])[CH:18]=2)[N:13]([C:23]2[CH:24]=[CH:25][C:26]([F:29])=[CH:27][CH:28]=2)[C:12]=1[CH2:10][OH:9])[CH3:7] |f:2.3.4,6.7|. Starting materials: O=C(CSc1nc(-c2cccnc2)n[nH]1)Nc1cccc(Cl)c1, O=C(OO)c1cccc(Cl)c1, ClCCl. Yields the product O=C(CS(=O)c1nc(-c2cccnc2)n[nH]1)Nc1cccc(Cl)c1. As a reaction SMILES: [Cl:1][c:2]1[cH:3][c:4]([NH:8][C:9]([CH2:10][S:11][c:12]2[nH:13][n:14][c:15](-[c:17]3[cH:18][n:19][cH:20][cH:21][cH:22]3)[n:16]2)=[O:23])[cH:5][cH:6][cH:7]1.[Cl:24][c:25]1[cH:26][cH:27][cH:28][c:29]([C:30]([O:31][OH:33])=[O:32])[cH:34]1.[Cl:35][CH2:36][Cl:37]>>[Cl:1][c:2]1[cH:3][c:4]([NH:8][C:9]([CH2:10][S:11]([c:12]2[nH:13][n:14][c:15](-[c:17]3[cH:18][n:19][cH:20][cH:21][cH:22]3)[n:16]2)=[O:32])=[O:23])[cH:5][cH:6][cH:7]1. The reactants are C[Si](C)(C)C#N, Cc1ccccc1C=O, CCOCC, ClCCl, N#C[K], C1COCCOCCOCCOCCOCCO1. Yields the product Cc1ccccc1C(C#N)O[Si](C)(C)C. As a reaction SMILES: [CH3:10][Si:11]([CH3:12])([CH3:13])[C:14]#[N:15].[CH3:1][c:2]1[cH:3][cH:4][cH:5][cH:6][c:7]1[CH:8]=[O:9].[CH3:40][CH2:41][O:42][CH2:43][CH3:44].[Cl:37][CH2:38][Cl:39].[K:16][C:17]#[N:18].[O:19]1[CH2:20][CH2:21][O:22][CH2:23][CH2:24][O:25][CH2:26][CH2:27][O:28][CH2:29][CH2:30][O:31][CH2:32][CH2:33][O:34][CH2:35][CH2:36]1>>[CH3:1][c:2]1[cH:3][cH:4][cH:5][cH:6][c:7]1[CH:8]([O:9][Si:11]([CH3:10])([CH3:12])[CH3:13])[C:17]#[N:18]. Reactants: C(C)(C)(C)OC(=O)N1[C@H](CCO)CCC1 (N-tert-butoxycarbonyl-L-β-homoprolinol), NC1=NC=CC2=CC(=CC=C12)O (1-Amino-6-hydroxy-isoquinoline). Solvent: ClCCl.CO (dichloromethane methanol). Yields the product C(C)(C)(C)OC(=O)N1[C@@H](CCC1)CCOC=1C=C2C=CN=C(C2=CC1)N ((2S)-1-tert-butoxycarbonyl-2-(2-(1-amino-isoquinolin-6-oxy)-ethyl)-pyrrolidine). RXN SMILES: [C:1]([O:5][C:6]([N:8]1[CH2:15][CH2:14][CH2:13][C@H:9]1[CH2:10][CH2:11][OH:12])=[O:7])([CH3:4])([CH3:3])[CH3:2].[NH2:16][C:17]1[C:26]2[C:21](=[CH:22][C:23](O)=[CH:24][CH:25]=2)[CH:20]=[CH:19][N:18]=1>ClCCl.CO>[C:1]([O:5][C:6]([N:8]1[CH2:15][CH2:14][CH2:13][C@H:9]1[CH2:10][CH2:11][O:12][C:23]1[CH:22]=[C:21]2[C:26](=[CH:25][CH:24]=1)[C:17]([NH2:16])=[N:18][CH:19]=[CH:20]2)=[O:7])([CH3:4])([CH3:2])[CH3:3] |f:2.3|. Procedure: This compound was prepared from N-tert-butoxycarbonyl-L-β-homoprolinol [Leyendecker, F.; Jesser, F.; Laucher, D.; Tetrahedron Lett. 1983, 24, 3513-3516; 590 mg, 2.75 mmol] and 1-amino-6-hydroxy-isoquinoline (1e, 320 mg, 2.0 mmol) by the Mitsunobu procedure described in Example 1f. Yield: 650 mg (91%). ESI-MS: 358.0 (M+H)+. Rf (silica gel; dichloromethane/methanol, 9:1, v/v): 0.37. The reactants are CC(C)(C)OC(=O)N1CCN2C(=O)c3c(cc(CO)cc3C(F)(F)F)C2C1, Cl, O. Product: Cl, O=C1c2c(cc(CO)cc2C(F)(F)F)C2CNCCN12. Reaction SMILES: [C:1]([O:2][C:3](=[O:4])[N:8]1[CH2:9][CH:10]2[N:11]([C:12](=[O:25])[c:13]3[c:14]([C:21]([F:22])([F:23])[F:24])[cH:15][c:16]([CH2:19][OH:20])[cH:17][c:18]32)[CH2:26][CH2:27]1)([CH3:5])([CH3:6])[CH3:7].[ClH:28].[OH2:29]>>[ClH:28].[NH:8]1[CH2:9][CH:10]2[N:11]([C:12](=[O:25])[c:13]3[c:14]([C:21]([F:22])([F:23])[F:24])[cH:15][c:16]([CH2:19][OH:20])[cH:17][c:18]32)[CH2:26][CH2:27]1.